Dataset: the Open Reaction Database (ORD), a public repository of structured organic reaction records. Task: describe an organic reaction: reactants, conditions, products, and yield Reactants: C1COCCOCCOCCOCCO1, Cc1ccccc1, [O-]CCCN1CCCCC1, [Na+], BrCCCc1ccccc1. Product: c1ccc(CCCOCCCN2CCCCC2)cc1. As a reaction SMILES: [CH2:22]1[O:23][CH2:24][CH2:25][O:26][CH2:27][CH2:28][O:29][CH2:30][CH2:31][O:32][CH2:33][CH2:34][O:35][CH2:36]1.[CH3:37][c:38]1[cH:39][cH:40][cH:41][cH:42][cH:43]1.[N:1]1([CH2:7][CH2:8][CH2:9][O-:10])[CH2:2][CH2:3][CH2:4][CH2:5][CH2:6]1.[Na+:11].[c:12]1([CH2:18][CH2:19][CH2:20][Br:21])[cH:13][cH:14][cH:15][cH:16][cH:17]1>>[N:1]1([CH2:7][CH2:8][CH2:9][O:10][CH2:20][CH2:19][CH2:18][c:12]2[cH:13][cH:14][cH:15][cH:16][cH:17]2)[CH2:2][CH2:3][CH2:4][CH2:5][CH2:6]1. The reactants are CCO, CNC(C(=O)NC(C(=O)N(C)C(C=O)C(C)C)C(C)(C)C)C(C)(C)c1ccccc1, [Li+], CCOP(=O)(OCC)C1NC(=O)NC1=O, [OH-], O, O. Yields the product CNC(C(=O)NC(C(=O)N(C)C(C=C1NC(=O)NC1=O)C(C)C)C(C)(C)C)C(C)(C)c1ccccc1. As a reaction SMILES: [CH3:49][CH2:50][OH:51].[CH:19](=[O:20])[CH:21]([CH:22]([CH3:23])[CH3:24])[N:25]([C:26](=[O:27])[CH:28]([C:29]([CH3:30])([CH3:31])[CH3:32])[NH:33][C:34]([CH:35]([C:36]([CH3:37])([c:38]1[cH:39][cH:40][cH:41][cH:42][cH:43]1)[CH3:44])[NH:45][CH3:46])=[O:47])[CH3:48].[Li+:18].[O:1]=[C:2]1[NH:3][CH:4]([P:8]([O:9][CH2:10][CH3:11])(=[O:12])[O:13][CH2:14][CH3:15])[C:5](=[O:7])[NH:6]1.[OH-:17].[OH2:16].[OH2:52]>>[O:1]=[C:2]1[NH:3][C:4](=[CH:19][CH:21]([CH:22]([CH3:23])[CH3:24])[N:25]([C:26](=[O:27])[CH:28]([C:29]([CH3:30])([CH3:31])[CH3:32])[NH:33][C:34]([CH:35]([C:36]([CH3:37])([c:38]2[cH:39][cH:40][cH:41][cH:42][cH:43]2)[CH3:44])[NH:45][CH3:46])=[O:47])[CH3:48])[C:5](=[O:7])[NH:6]1. Reactants: OCCN(C(=O)C=1SC=2CCOC3=C(C2N1)C=C(C=C3)Br)C(C)C (9-Bromo-4,5-dihydro-6-oxa-3-thia-1-aza-benzo[e]azulene-2-carboxylic acid (2-hydroxy-ethyl)-isopropyl-amide), CC1=NC(=NC=C1B1OC(C(O1)(C)C)(C)C)N (4-methyl-5-(4,4,5,5-tetramethyl-1,3,2-dioxaborolan-2-yl)pyrimidin-2-amine). The product is OCCN(C(=O)C=1SC=2CCOC3=C(C2N1)C=C(C=C3)C=3C(=NC(=NC3)N)C)C(C)C (9-(2-Amino-4-methyl-pyrimidin-5-yl)-4,5-dihydro-6-oxa-3-thia-1-aza-benzo[e]azulene-2-carboxylic acid (2-hydroxy-ethyl)-isopropyl-amide). The yield is 1.1%. Reaction SMILES: [OH:1][CH2:2][CH2:3][N:4]([CH:22]([CH3:24])[CH3:23])[C:5]([C:7]1[S:8][C:9]2[CH2:10][CH2:11][O:12][C:13]3[CH:20]=[CH:19][C:18](Br)=[CH:17][C:14]=3[C:15]=2[N:16]=1)=[O:6].[CH3:25][C:26]1[C:31](B2OC(C)(C)C(C)(C)O2)=[CH:30][N:29]=[C:28]([NH2:41])[N:27]=1>>[OH:1][CH2:2][CH2:3][N:4]([CH:22]([CH3:24])[CH3:23])[C:5]([C:7]1[S:8][C:9]2[CH2:10][CH2:11][O:12][C:13]3[CH:20]=[CH:19][C:18]([C:31]4[C:26]([CH3:25])=[N:27][C:28]([NH2:41])=[N:29][CH:30]=4)=[CH:17][C:14]=3[C:15]=2[N:16]=1)=[O:6]. Procedure: Following the procedure for 277, 9-Bromo-4,5-dihydro-6-oxa-3-thia-1-aza-benzo[e]azulene-2-carboxylic acid (2-hydroxy-ethyl)-isopropyl-amide (52.2 mg, 0.127 mmol) and 4-methyl-5-(4,4,5,5-tetramethyl-1,3,2-dioxaborolan-2-yl)pyrimidin-2-amine (35.8 mg, 0.152 mmol) were reacted to give 278 (0.6 mg, 1% yield M+1 440.1)